This data is from the Open Reaction Database (ORD), a public repository of structured organic reaction records. The task is: describe an organic reaction: reactants, conditions, products, and yield The reactants are [Br-].CC1(OC2=CC(=CC(=C2C(C1)C1=CC=[N+](C=C1)CC1=CC2=CC=CC=C2C=C1)OC)CCCCC)C (4-(2,2-dimethyl-5-methoxy-7-n-pentylchroman-4-yl)-1-(2-naphthylmethyl) pyridinium bromide), [BH4-].[Na+] (sodium borohydride). Solvent: C(C)O (ethanol), O (water), C(C)OCC (diethyl ether), O (water). Conditions: time 0.5 hour. Yields the product CC1(OC2=CC(=CC(=C2C(C1)C1=CCN(CC1)CC1=CC2=CC=CC=C2C=C1)OC)CCCCC)C (2,2-Dimethyl-5-methoxy-4-[1-(2-naphthylmethyl)-1,2,5,6-tetrahydropyrid-4-yl]-7-n-pentylchroman). As a reaction SMILES: [Br-].[CH3:2][C:3]1([CH3:37])[CH2:12][CH:11]([C:13]2[CH:18]=[CH:17][N+:16]([CH2:19][C:20]3[CH:29]=[CH:28][C:27]4[C:22](=[CH:23][CH:24]=[CH:25][CH:26]=4)[CH:21]=3)=[CH:15][CH:14]=2)[C:10]2[C:5](=[CH:6][C:7]([CH2:32][CH2:33][CH2:34][CH2:35][CH3:36])=[CH:8][C:9]=2[O:30][CH3:31])[O:4]1.[BH4-].[Na+]>C(O)C.O.C(OCC)C>[CH3:2][C:3]1([CH3:37])[CH2:12][CH:11]([C:13]2[CH2:18][CH2:17][N:16]([CH2:19][C:20]3[CH:29]=[CH:28][C:27]4[C:22](=[CH:23][CH:24]=[CH:25][CH:26]=4)[CH:21]=3)[CH2:15][CH:14]=2)[C:10]2[C:5](=[CH:6][C:7]([CH2:32][CH2:33][CH2:34][CH2:35][CH3:36])=[CH:8][C:9]=2[O:30][CH3:31])[O:4]1 |f:0.1,2.3|. Procedure details: This pyridinium bromide (5.86g.) was dissolved in a mixture of ethanol (70 ml.) and water (23 ml.) and sodium borohydride (0.74g.) was added portionwise to the stirred solution at ambient temperature. At the end of the addition, the solution was stirred for a further 0.5 hours and was then diluted with diethyl ether (300 ml.) and water (300 ml.). The organic layer was separated, dried over anhydrous potassium carbonate and evaporated under reduced pressure. The residual amber gum (4.96g.) was pu... Reactants: CN(C)C=O, CC(=O)c1ccn(C)c1, O=C=NS(=O)(=O)Cl, ClCCl, [Na+], [Na+], O=C([O-])[O-], O. Yields the product CC(=O)c1cc(C#N)n(C)c1. As a reaction SMILES: [CH3:17][N:18]([CH3:19])[CH:20]=[O:21].[CH3:1][n:2]1[cH:3][c:4]([C:7]([CH3:8])=[O:9])[cH:5][cH:6]1.[Cl:10][S:11](=[O:13])([N:14]=[C:15]=[O:12])=[O:16].[Cl:28][CH2:29][Cl:30].[Na+:22].[Na+:23].[O-:24][C:25](=[O:26])[O-:27].[OH2:31]>>[CH3:1][n:2]1[cH:3][c:4]([C:7]([CH3:8])=[O:9])[cH:5][c:6]1[C:15]#[N:14]. Reactants: FC(OC1=C(C(=O)OC)C=CC=C1F)F (methyl 2-(difluoromethoxy)-3-fluorobenzoate), [OH-].[Na+] (NaOH). Run at temperature 50 celsius. Yields the product FC(OC1=C(C(=O)O)C=CC=C1F)F (2-(difluoromethoxy)-3-fluoro-benzoic acid). The yield is 74.0%. Reaction SMILES: [F:1][CH:2]([F:15])[O:3][C:4]1[C:13]([F:14])=[CH:12][CH:11]=[CH:10][C:5]=1[C:6]([O:8]C)=[O:7].[OH-].[Na+]>>[F:15][CH:2]([F:1])[O:3][C:4]1[C:13]([F:14])=[CH:12][CH:11]=[CH:10][C:5]=1[C:6]([OH:8])=[O:7] |f:1.2|. Procedure: A mixture of methyl 3-fluoro-2-hydroxy-benzoate (1.5 g, 8.8 mmol), 2-chloro-2,2-difluoro-acetic acid (1.62 g, 1.05 mL, 10.6 mmol) and potassium carbonate (1.46 g, 10.6 mmol) were heated in DMF (5 mL) at 120° C. for 5 hours. The reaction mixture was diluted with water (20 mL) and extracted with ether (2×10 mL). The organics were separated and washed sequentially with water (5 mL) and brine solution (5 mL). The organics were dried (MgSO4) and concentrated in vacuo to give residue which was purifie... The reactants are C1(CCCC1)/C=C(/C(=O)NC=1SC=CN1)\C1=CC=C(C=C1)S(=O)(=O)C ((E)-3-Cyclopentyl-2-(4-methanesulfonyl-phenyl)-N-thiazol-2-yl-acrylamide), C(C)(=O)OCC (ethyl acetate), ( Z ), C(C)(=O)OCC (ethyl acetate). Run at temperature 25 celsius. Yields the product C1(CCCC1)/C=C(/C(=O)O)\C1=CC=C(C=C1)S(=O)(=O)C ((E)-3-cyclopentyl-2-(4-methanesulfonyl-phenyl)-acrylic acid). The yield is 69.0%. RXN SMILES: [CH:1]1(/[CH:6]=[C:7](\[C:16]2[CH:21]=[CH:20][C:19]([S:22]([CH3:25])(=[O:24])=[O:23])=[CH:18][CH:17]=2)/[C:8](NC2SC=CN=2)=[O:9])[CH2:5][CH2:4][CH2:3][CH2:2]1.C(OCC)(=[O:28])C>>[CH:1]1(/[CH:6]=[C:7](\[C:16]2[CH:21]=[CH:20][C:19]([S:22]([CH3:25])(=[O:24])=[O:23])=[CH:18][CH:17]=2)/[C:8]([OH:9])=[O:28])[CH2:2][CH2:3][CH2:4][CH2:5]1. Procedure details: A solution of the isomeric mixture of 3-cyclopentyl-2-(4-meth-anesulfonyl-phenyl)-acrylic acid ethyl ester [65.02 g, 0.202 mol, (E):(Z)=1.63:1] in methanol (504 mL) was treated with a 1N aqueous sodium hydroxide solution (423 mL, 0.423 mol). The reaction mixture was stirred at 25° C. for 20 h, at which time, thin layer chromatography indicated the presence of starting material. The reaction mixture was then concentrated in vacuo to remove some of the methanol (300 mL). The resulting reaction mix... Reactants: [N+](=O)([O-])C1=CC=C(C=N1)N1CCN(CC1)C(=O)OC(C)(C)C (tert-butyl 4-(6-nitropyridin-3-yl)piperazine-1-carboxylate), O (water). Reagents/catalysts: [Pd] (palladium on carbon). Solvent: CO (methanol). Reaction conditions: temperature 30 celsius, time 15 minute. The product is NC1=CC=C(C=N1)N1CCN(CC1)C(=O)OC(C)(C)C (tert-Butyl 4-(6-Aminopyridin-3-yl)piperazine-1-carboxylate). Reaction SMILES: [N+:1]([C:4]1[N:9]=[CH:8][C:7]([N:10]2[CH2:15][CH2:14][N:13]([C:16]([O:18][C:19]([CH3:22])([CH3:21])[CH3:20])=[O:17])[CH2:12][CH2:11]2)=[CH:6][CH:5]=1)([O-])=O.O>[Pd].CO>[NH2:1][C:4]1[N:9]=[CH:8][C:7]([N:10]2[CH2:15][CH2:14][N:13]([C:16]([O:18][C:19]([CH3:22])([CH3:21])[CH3:20])=[O:17])[CH2:12][CH2:11]2)=[CH:6][CH:5]=1. Reported procedure: A nitrogen-flushed, 2.5 L heavy-wall Parr bottle (pressure rated to 60 psi) is charged with 68 g (0.22 mol,) of tert-butyl 4-(6-nitropyridin-3-yl)piperazine-1-carboxylate, (A2a), 6.8 g of 10% palladium on carbon, 50% water wet catalyst and 807 g (1020 mL) of methanol. The reaction vessel is inerted three times with nitrogen (ca. 30 psi), evacuating the atmosphere above the reaction mixture each time. The vessel is pressurized twice with hydrogen (ca. 30 psi), evacuating the atmosphere above the ... Starting materials: N([C@H](C(C)C)C(=O)N([C@@H](CCCNC(NS(=O)(=O)C1=CC=C(C)C=C1)=N)C(=O)NCC(=O)OCC1=CC=CC=C1)C)C(=O)OC(C)(C)C (Boc-D-Val-NMeArg(Tos)-Gly-OBzl). Solvent: CO (methanol). Run at time 0.5 hour. The product is N([C@H](C(C)C)C(=O)N([C@@H](CCCNC(NS(=O)(=O)C1=CC=C(C)C=C1)=N)C(=O)NCC(=O)O)C)C(=O)OC(C)(C)C (Boc-D-Val-NMeArg(Tos)-Gly). Reaction SMILES: [NH:1]([C:42]([O:44][C:45]([CH3:48])([CH3:47])[CH3:46])=[O:43])[C@@H:2]([C:6]([N:8]([CH3:41])[C@H:9]([C:27]([NH:29][CH2:30][C:31]([O:33]CC1C=CC=CC=1)=[O:32])=[O:28])[CH2:10][CH2:11][CH2:12][NH:13][C:14](=[NH:26])[NH:15][S:16]([C:19]1[CH:25]=[CH:24][C:22]([CH3:23])=[CH:21][CH:20]=1)(=[O:18])=[O:17])=[O:7])[CH:3]([CH3:5])[CH3:4]>CO>[NH:1]([C:42]([O:44][C:45]([CH3:47])([CH3:46])[CH3:48])=[O:43])[C@@H:2]([C:6]([N:8]([CH3:41])[C@H:9]([C:27]([NH:29][CH2:30][C:31]([OH:33])=[O:32])=[O:28])[CH2:10][CH2:11][CH2:12][NH:13][C:14](=[NH:26])[NH:15][S:16]([C:19]1[CH:20]=[CH:21][C:22]([CH3:23])=[CH:24][CH:25]=1)(=[O:18])=[O:17])=[O:7])[CH:3]([CH3:4])[CH3:5]. Reported procedure: 4.50 g Boc-D-Val-NMeArg(Tos)-Gly-OBzl (4.44 mmol) dissolved in 80 ml methanol was purged with N2 for 10 min. 1.30 g Pd/C catalyst (10% Fluka lot #273890) was then added, and then H2 was passed directly over the surface of the reaction. TLC showed the reaction to be complete within approximately 0.5 hr. After 1 hr. the catalyst was removed by filtering through a bed of Celite, and the solvent removed at 40° under reduced pressure. The resulting solid was triturated well with 50 ml refluxing ether... The reactants are [N+](=O)([O-])C1=C(C=CC=C1)CO (2-nitrobenzenemethanol), 134, [OH-].[K+] (potassium hydroxide), COC1=CC=C(C=C1)CC#N (4-methoxybenzeneacetonitrile), Cl (hydrochloric acid). Solvent: ice water, N1=CC=CC=C1 (pyridine). Conditions: time 4 hour. Product: 128.8, ON=C1C(=CC(C=C1)=C(C#N)C1=CC=C(C=C1)OC)CO (α-[4-(hydroxyimino)-3-(hydroxymethyl)-2,5-cyclohexadien-1-ylidene]-4-methoxybenzeneacetonitrile). Isolated yield 50.7%. RXN SMILES: [OH-].[K+].[N+:3]([C:6]1[CH:11]=[CH:10][CH:9]=[CH:8][C:7]=1[CH2:12][OH:13])([O-:5])=O.[CH3:14][O:15][C:16]1[CH:21]=[CH:20][C:19]([CH2:22][C:23]#[N:24])=[CH:18][CH:17]=1.Cl>N1C=CC=CC=1>[OH:5][N:3]=[C:6]1[CH:11]=[CH:10][C:9](=[C:22]([C:19]2[CH:20]=[CH:21][C:16]([O:15][CH3:14])=[CH:17][CH:18]=2)[C:23]#[N:24])[CH:8]=[C:7]1[CH2:12][OH:13] |f:0.1|. Procedure details: To a stirred and cooled (<15° C.) mixture of 134 parts of potassium hydroxide and 940 parts of pyridine were added portion wise 92 parts of 2-nitrobenzenemethanol. Next there were added 132.5 parts of 4-methoxybenzeneacetonitrile and stirring was continued for 4 hours at room temperature. The reaction mixture was diluted with 3000 parts of ice-water and the whole was acidified with 1270 parts of hydrochloric acid. The precipitate was filtered off, stirred overnight in methylbenzene and dried in ...